Dataset: the Open Reaction Database (ORD), a public repository of structured organic reaction records. Task: describe an organic reaction: reactants, conditions, products, and yield The reactants are CCN(c1cc(Br)cc(C(=O)NCc2c(C)cc(C)[nH]c2=O)c1C)C1CCOCC1, O=C([O-])[O-], O=Cc1ccc(B(O)O)cc1F, [Na+], [Na+], C1COCCO1, O, c1ccc(P(c2ccccc2)(c2ccccc2)[Pd](P(c2ccccc2)(c2ccccc2)c2ccccc2)(P(c2ccccc2)(c2ccccc2)c2ccccc2)P(c2ccccc2)(c2ccccc2)c2ccccc2)cc1. Yields the product CCN(c1cc(-c2ccc(C=O)c(F)c2)cc(C(=O)NCc2c(C)cc(C)[nH]c2=O)c1C)C1CCOCC1. Reaction SMILES: [Br:1][c:2]1[cH:3][c:4]([N:22]([CH:23]2[CH2:24][CH2:25][O:26][CH2:27][CH2:28]2)[CH2:29][CH3:30])[c:5]([CH3:21])[c:6]([C:7](=[O:8])[NH:9][CH2:10][c:11]2[c:12](=[O:19])[nH:13][c:14]([CH3:18])[cH:15][c:16]2[CH3:17])[cH:20]1.[C:43](=[O:44])([O-:45])[O-:46].[F:31][c:32]1[cH:33][c:34]([B:40]([OH:41])[OH:42])[cH:35][cH:36][c:37]1[CH:38]=[O:39].[Na+:47].[Na+:48].[O:49]1[CH2:50][CH2:51][O:52][CH2:53][CH2:54]1.[OH2:55].[cH:56]1[cH:57][cH:58][c:59]([P:60]([Pd:61]([P:62]([c:63]2[cH:64][cH:65][cH:66][cH:67][cH:68]2)([c:69]2[cH:70][cH:71][cH:72][cH:73][cH:74]2)[c:75]2[cH:76][cH:77][cH:78][cH:79][cH:80]2)([P:81]([c:82]2[cH:83][cH:84][cH:85][cH:86][cH:87]2)([c:88]2[cH:89][cH:90][cH:91][cH:92][cH:93]2)[c:94]2[cH:95][cH:96][cH:97][cH:98][cH:99]2)[P:100]([c:101]2[cH:102][cH:103][cH:104][cH:105][cH:106]2)([c:107]2[cH:108][cH:109][cH:110][cH:111][cH:112]2)[c:113]2[cH:114][cH:115][cH:116][cH:117][cH:118]2)([c:119]2[cH:120][cH:121][cH:122][cH:123][cH:124]2)[c:125]2[cH:126][cH:127][cH:128][cH:129][cH:130]2)[cH:131][cH:132]1>>[c:2]1(-[c:34]2[cH:33][c:32]([F:31])[c:37]([CH:38]=[O:39])[cH:36][cH:35]2)[cH:3][c:4]([N:22]([CH:23]2[CH2:24][CH2:25][O:26][CH2:27][CH2:28]2)[CH2:29][CH3:30])[c:5]([CH3:21])[c:6]([C:7](=[O:8])[NH:9][CH2:10][c:11]2[c:12](=[O:19])[nH:13][c:14]([CH3:18])[cH:15][c:16]2[CH3:17])[cH:20]1. Starting materials: [BH4-] (borohydride), C(=O)C1=C2C=CC=C(C2=CC=C1)OC1=NC=C(C(=O)N)C=C1 (6-(5-formylnaphthalen-1-yloxy)nicotinamide), Cl.CC1(C(C1)CN)C ((2,2-dimethylcyclopropyl)methylamine hydrochloride), C(C)(C)N(CC)C(C)C (diisopropylethylamine). Run in O (Water), CO.C(Cl)Cl (MeOH DCM). Run at time 16 hour. The product is CC1(C(C1)CNCC1=C2C=CC=C(C2=CC=C1)OC1=NC=C(C(=O)N)C=C1)C (6-(5-{[(2,2-Dimethylcyclopropylmethyl)amino]methyl]naphthalene-1-yloxy}nicotinamide). Reaction SMILES: [CH:1]([C:3]1[CH:12]=[CH:11][CH:10]=[C:9]2[C:4]=1[CH:5]=[CH:6][CH:7]=[C:8]2[O:13][C:14]1[CH:22]=[CH:21][C:17]([C:18]([NH2:20])=[O:19])=[CH:16][N:15]=1)=O.Cl.[CH3:24][C:25]1([CH3:30])[CH2:27][CH:26]1[CH2:28][NH2:29].C(N(C(C)C)CC)(C)C.[BH4-]>O.CO.C(Cl)Cl>[CH3:24][C:25]1([CH3:30])[CH2:27][CH:26]1[CH2:28][NH:29][CH2:1][C:3]1[CH:12]=[CH:11][CH:10]=[C:9]2[C:4]=1[CH:5]=[CH:6][CH:7]=[C:8]2[O:13][C:14]1[CH:22]=[CH:21][C:17]([C:18]([NH2:20])=[O:19])=[CH:16][N:15]=1 |f:1.2,6.7|. Procedure: To a solution of 6-(5-formylnaphthalen-1-yloxy)nicotinamide (Preparation 35) (200 mg, 0.68 mmol) and (2,2-dimethylcyclopropyl)methylamine hydrochloride (111 mg, 0.82 mmol) in a 1:1 mixture of MeOH/DCM (12 mL) was added PS-diisopropylethylamine (3.66 mmol/g, 374 mg, 1.37 mmol) and the reaction was stirred at rt for 16 h. PS-borohydride (2 mmol/g, 1.03 g, 2.05 mmol) was added and the reaction was stirred for 30 min Water (0.5 mL) was added and the mixture purified through an SCX column (10 g/70 mL... Reactants: OC(C(=O)OCC)(C(F)(F)F)C(F)(F)F (Ethyl 2-hydroxy-3,3,3-trifluoro-2-trifluoromethylpropionate), [H-].[Na+] (sodium hydride), ClC1=CC=C(CCl)C=C1 (4-chlorobenzyl chloride). Run in CN(C=O)C (dimethylformamide). Conditions: time 4 hour. Yields the product ClC1=CC=C(COC(C(=O)OCC)(C(F)(F)F)C(F)(F)F)C=C1 (ethyl 2-(4-chlorobenzyloxy)-3,3,3-trifluoro-2-trifluoromethylpropionate). RXN SMILES: [OH:1][C:2]([C:12]([F:15])([F:14])[F:13])([C:8]([F:11])([F:10])[F:9])[C:3]([O:5][CH2:6][CH3:7])=[O:4].[H-].[Na+].[Cl:18][C:19]1[CH:26]=[CH:25][C:22]([CH2:23]Cl)=[CH:21][CH:20]=1>CN(C)C=O>[Cl:18][C:19]1[CH:26]=[CH:25][C:22]([CH2:23][O:1][C:2]([C:8]([F:11])([F:10])[F:9])([C:12]([F:13])([F:14])[F:15])[C:3]([O:5][CH2:6][CH3:7])=[O:4])=[CH:21][CH:20]=1 |f:1.2|. Procedure: Ethyl 2-hydroxy-3,3,3-trifluoro-2-trifluoromethylpropionate (12.0 g.) is added dropwise at ambient temperature to a stirred mixture of sodium hydride (2.4 g. of a 60% dispersion in oil) and dimethylformamide (100 ml.). The mixture is stirred for 4 hours, 4-chlorobenzyl chloride (8.4 g.) is added, and the stirring is continued for 6 days. The mixture is filtered, and the filtrate is evaporated in vacuo. The residue is fractionally distilled at 0.1 mm. pressure, collecting the fraction, (9.9 g.) b... The reactants are BrC1=CC(=C(C=C1)[N+](=O)[O-])F (4-bromo-2-fluoro-nitrobenzene), C(C)(C)(C)N (tert-butylamine). Run in CCO (EtOH). Reaction conditions: temperature 85 celsius, time 15 hour. Yields the product BrC=1C=CC(=C(C1)NC(C)(C)C)[N+](=O)[O-] ((5-Bromo-2-nitro-phenyl)-tert-butyl-amine). The yield is 96.6%. RXN SMILES: [Br:1][C:2]1[CH:7]=[CH:6][C:5]([N+:8]([O-:10])=[O:9])=[C:4](F)[CH:3]=1.[C:12]([NH2:16])([CH3:15])([CH3:14])[CH3:13]>CCO>[Br:1][C:2]1[CH:7]=[CH:6][C:5]([N+:8]([O-:10])=[O:9])=[C:4]([NH:16][C:12]([CH3:15])([CH3:14])[CH3:13])[CH:3]=1. Procedure details: A mixture of 4-bromo-2-fluoro-nitrobenzene (4 g, 18.2 mmol) and tert-butylamine (4.78 mL, 45.5 mmol, 2.5 eq) in EtOH (80 mL) is stirred for 15 h at 85° C., allowed to cool and concentrated. The residue purified by silica gel column chromatography (Hex/EtOAc, 1:0→99:1) to afford 4.8 g of the title compound as an orange solid: ESI-MS: 273.0/275.0 [M+H]+; tR=5.68 min (System 1); TLC: Rf=0.49 (Hex/EtOAc, 9:1). Reactants: ice, Cl (hydrochloric acid), N(=O)C1=C(C=CC2=CC=CC=C12)O (1-nitroso-2-naphthol), [OH-].[Na+] (NaOH), S(=O)([O-])S(=O)[O-].[Na+].[Na+] (sodium dithionite), amino-hydroxy aromatic compounds, 5-amino-6-quinoline, Cl.NC1=C(C=CC2=CC=CC=C12)O (1-amino-2-naphthol-hydrochloride), 5n. Solvent: O (water), 5n, O (water). Run at temperature 20 celsius, time 15 minute. The product is N(=O)C1=C(C2=CC=CC=C2C=C1)O (nitrosonaphthol). As a reaction SMILES: [N:1](C1C2C(=CC=CC=2)C=CC=1O)=[O:2].[OH-:14].[Na+].S(S([O-])=O)([O-])=O.[Na+].[Na+].Cl.Cl.N[C:27]1[C:36]2[C:31](=[CH:32][CH:33]=[CH:34][CH:35]=2)[CH:30]=[CH:29][C:28]=1O>O>[N:1]([C:28]1[CH:29]=[CH:30][C:31]2[C:36](=[CH:35][CH:34]=[CH:33][CH:32]=2)[C:27]=1[OH:14])=[O:2] |f:1.2,3.4.5,7.8|. Procedure: 48 g of 1-nitroso-2-naphthol are suspended in a mixture of 300 ml of water and 60 ml of 5n NaOH, then another 240 ml of 5n NaOh are added. While stirring well hot water vapor is passed through the solution until the temperature reaches 35° C. Subsequently 120 g of freshly prepared sodium dithionite is added with the temperature rapidly rising to 60° C. The solution assumes an amber-colored tint. After 15 minutes, the solution is rapidly cooled to under 20° C. by adding 200 g of ice and 100 ml of... Starting materials: ClCCOC1=CC=C2C(=NNC2=C1)S(=O)(=O)C1=CC=CC2=CC=CC=C12 (6-(2-chloro-ethoxy)-3-(naphthalene-1-sulfonyl)-1-H-indazole), [N-]=[N+]=[N-].[Na+] (sodium azide). Run in CS(=O)C (DMSO), O (water). Reaction conditions: temperature 90 celsius, time 3 hour. The product is N(=[N+]=[N-])CCOC1=CC=C2C(=NNC2=C1)S(=O)(=O)C1=CC=CC2=CC=CC=C12 (6-(2-Azido-ethoxy)-3-(naphthalene-1-sulfonyl)-1H-indazole), solid. Isolated yield 90.0%. As a reaction SMILES: Cl[CH2:2][CH2:3][O:4][C:5]1[CH:13]=[C:12]2[C:8]([C:9]([S:14]([C:17]3[C:26]4[C:21](=[CH:22][CH:23]=[CH:24][CH:25]=4)[CH:20]=[CH:19][CH:18]=3)(=[O:16])=[O:15])=[N:10][NH:11]2)=[CH:7][CH:6]=1.[N-:27]=[N+:28]=[N-:29].[Na+]>CS(C)=O.O>[N:27]([CH2:2][CH2:3][O:4][C:5]1[CH:13]=[C:12]2[C:8]([C:9]([S:14]([C:17]3[C:26]4[C:21](=[CH:22][CH:23]=[CH:24][CH:25]=4)[CH:20]=[CH:19][CH:18]=3)(=[O:16])=[O:15])=[N:10][NH:11]2)=[CH:7][CH:6]=1)=[N+:28]=[N-:29] |f:1.2|. Procedure details: A mixture of 6-(2-chloro-ethoxy)-3-(naphthalene-1-sulfonyl)-1-H-indazole (0.19 g, 0.5 mmoles) and sodium azide (0.04 g, 0.62 mmoles) in DMSO (2 mL) was stirred together in a round bottom flask under nitrogen at 90° C. for 3 hours. Reaction mixture was cooled to room temperature, diluted with water, extracted with EtOAC, washed with water (2×), brine (1×), dried over Na2SO4, and concentrated under vacuum. Crude compound was purified by normal phase HPLC using as eluent 40% EtOAc/hexane to afford ... Procedure: The 6-bromo-3,5-dioxo-(2H,4H)-1,2,4-triazine (5 g) obtained from the 3,5-dioxo-(2H,4H)-1,2,4-triazine in accordance with the technique described in example 1b is treated with acetic anhydride (50 ml) for 7 hours under reflux. After concentration to dryness under vacuum and taking up in ethyl ether, the precipitate is filtered, centrifuged, and dried under vacuum at 50° C. to give compound 15a (4.6 g). Solvent: C(C)(=O)OC(C)=O (acetic anhydride). Product: C(C)(=O)N1N=C(C(NC1=O)=O)Br (2-acetyl-6-bromo-3,5-dioxo-(2H,4H)-1,2,4-triazine). RXN SMILES: [Br:1][C:2]1[C:3](=[O:9])[NH:4][C:5](=[O:8])[NH:6][N:7]=1.O=C1N[C:15](=[O:17])[CH:14]=NN1>C(OC(=O)C)(=O)C>[C:15]([N:6]1[C:5](=[O:8])[NH:4][C:3](=[O:9])[C:2]([Br:1])=[N:7]1)(=[O:17])[CH3:14]. The reactants are BrC=1C(NC(NN1)=O)=O (6-bromo-3,5-dioxo-(2H,4H)-1,2,4-triazine), O=C1NN=CC(N1)=O (3,5-dioxo-(2H,4H)-1,2,4-triazine).